Dataset: the Open Reaction Database (ORD), a public repository of structured organic reaction records. Task: describe an organic reaction: reactants, conditions, products, and yield The reactants are C1(=CC=CC=C1)C#CC1=CC=CC=C1 (diphenylacetylene), Cl[SiH](Cl)C[SiH](Cl)Cl (bis(dichlorosilyl)methane), C1(=CC=CC=C1)C#CC1=CC=CC=C1 (diphenylacetylene), H2PtCl6 IPA. The solvent is C1=CC=CC=C1 (benzene). Reaction conditions: time 12 hour. Yields the product Cl[Si]1(C[Si](C(C1C1=CC=CC=C1)C1=CC=CC=C1)(Cl)Cl)Cl (1,1,3,3-tetrachloro-4,5-diphenyl-1,3-disilacyclopentane), Cl[Si](C(=CC1=CC=CC=C1)C1=CC=CC=C1)(C[Si](C(=CC1=CC=CC=C1)C1=CC=CC=C1)(Cl)Cl)Cl (3,3,5,5-tetrachloro-1,2,6,7-tetraphenyl-3,5-disilahepta-1,6-diene). The yield is 4.0%. As a reaction SMILES: [C:1]1([C:7]#[C:8][C:9]2[CH:14]=[CH:13][CH:12]=[CH:11][CH:10]=2)[CH:6]=[CH:5][CH:4]=[CH:3][CH:2]=1.[Cl:15][SiH:16]([CH2:18][SiH:19]([Cl:21])[Cl:20])[Cl:17]>C1C=CC=CC=1>[Cl:15][Si:16]1([Cl:17])[CH:7]([C:1]2[CH:6]=[CH:5][CH:4]=[CH:3][CH:2]=2)[CH:8]([C:9]2[CH:10]=[CH:11][CH:12]=[CH:13][CH:14]=2)[Si:19]([Cl:21])([Cl:20])[CH2:18]1.[Cl:15][Si:16]([Cl:17])([CH2:18][Si:19]([Cl:21])([Cl:20])[C:7]([C:1]1[CH:6]=[CH:5][CH:4]=[CH:3][CH:2]=1)=[CH:8][C:9]1[CH:14]=[CH:13][CH:12]=[CH:11][CH:10]=1)[C:8]([C:9]1[CH:10]=[CH:11][CH:12]=[CH:13][CH:14]=1)=[CH:7][C:1]1[CH:6]=[CH:5][CH:4]=[CH:3][CH:2]=1. Procedure details: Hydrosilation of diphenylacetylene in the presence Into the same apparatus as described in Example 1 were added 6.1 g of bis(dichlorosilyl)methane, 6.1 g of diphenylacetylene, 28.3 μI of 0.1 M H2PtCl6 /IPA, and 20 ml of dried benzene. The flask content was refluxed, with stirring, for 12 hours and then the solvent removed at atmospheric pressure. The products were vacuum distilled at 67 Pa to give a crude product mixture. Crystallization from benzene gave 7.83 g of 1,1,3,3-tetrachloro-4,5-diphen... Reactants: 1,1-carbonyldiimidazole, NC1=C(C=CC=C1)NCCNC(OC(C)(C)C)=O (tert-butyl 2-(2-aminophenylamino)ethylcarbamate), ClCCl (dichloromethane), O (Water). Run at time 8 hour. Yields the product O=C1NC2=C(N1CCNC(OC(C)(C)C)=O)C=CC=C2 (tert-Butyl 2-(2-oxo-2,3-dihydrobenzo[d]imidazol-1-yl)ethylcarbamate). Isolated yield 37.0%. Reaction SMILES: [NH2:1][C:2]1[CH:7]=[CH:6][CH:5]=[CH:4][C:3]=1[NH:8][CH2:9][CH2:10][NH:11][C:12](=[O:18])[O:13][C:14]([CH3:17])([CH3:16])[CH3:15].[OH2:19].Cl[CH2:21]Cl>>[O:19]=[C:21]1[N:8]([CH2:9][CH2:10][NH:11][C:12](=[O:18])[O:13][C:14]([CH3:15])([CH3:17])[CH3:16])[C:3]2[CH:4]=[CH:5][CH:6]=[CH:7][C:2]=2[NH:1]1. Reported procedure: 1,1-carbonyldiimidazole (0.36 g, 2.23 mmol) was added to a solution of tert-butyl 2-(2-aminophenylamino)ethylcarbamate (0.56 g, 2.23mmol) in dichloromethane (15 mL) and stirred at rt overnight. Water (50 mL) was added and the mixture was extracted with dichloromethane (3×50 mL). The combined organic layers were washed with brine (50 mL), dried over anhydrous sodium sulfate and filtered. The solvent was removed and the product was purified by column chromatography eluting with ethyl acetate/hexan... Reactants: CC(=O)N1C=CN(C)C1, ClCCl, O, Cc1cc([N+](=O)[O-])c(NC(C)C(=O)N(C)O)c([N+](=O)[O-])c1. The product is CC(=O)ON(C)C(=O)C(C)Nc1c([N+](=O)[O-])cc(C)cc1[N+](=O)[O-]. RXN SMILES: [C:22]([CH3:23])(=[O:24])[N:25]1[CH:26]=[CH:27][N:28]([CH3:29])[CH2:30]1.[CH2:32]([Cl:33])[Cl:34].[OH2:31].[OH:1][N:2]([C:3]([CH:4]([CH3:5])[NH:6][c:7]1[c:8]([N+:17](=[O:18])[O-:19])[cH:9][c:10]([CH3:16])[cH:11][c:12]1[N+:13](=[O:14])[O-:15])=[O:20])[CH3:21]>>[O:1]([N:2]([C:3]([CH:4]([CH3:5])[NH:6][c:7]1[c:8]([N+:17](=[O:18])[O-:19])[cH:9][c:10]([CH3:16])[cH:11][c:12]1[N+:13](=[O:14])[O-:15])=[O:20])[CH3:21])[C:22]([CH3:23])=[O:24]. The reactants are COC(C1=C(C(=CC(=C1)C=O)C)N(S(=O)(=O)C1=CC=C(C=C1)OC)CC1=CC=CC=C1)=O (2-[Benzyl-(4-methoxy-benzenesulfonyl)-amino]-5-formyl-3-methyl-benzoic acid methyl ester), [BH4-].[Na+] (sodium borohydride). Solvent: CO.C1CCOC1 (MeOH THF). Run at time 30 minute. Yields the product COC(C1=C(C(=CC(=C1)CO)C)N(S(=O)(=O)C1=CC=C(C=C1)OC)CC1=CC=CC=C1)=O (2-[Benzyl-(4-methoxy-benzenesulfonyl)-amino]-5-hydroxymethyl-3-methyl-benzoicacid methyl ester). Yield: 95.7%. Reaction SMILES: [CH3:1][O:2][C:3](=[O:32])[C:4]1[CH:9]=[C:8]([CH:10]=[O:11])[CH:7]=[C:6]([CH3:12])[C:5]=1[N:13]([CH2:25][C:26]1[CH:31]=[CH:30][CH:29]=[CH:28][CH:27]=1)[S:14]([C:17]1[CH:22]=[CH:21][C:20]([O:23][CH3:24])=[CH:19][CH:18]=1)(=[O:16])=[O:15].[BH4-].[Na+]>CO.C1COCC1>[CH3:1][O:2][C:3](=[O:32])[C:4]1[CH:9]=[C:8]([CH2:10][OH:11])[CH:7]=[C:6]([CH3:12])[C:5]=1[N:13]([CH2:25][C:26]1[CH:31]=[CH:30][CH:29]=[CH:28][CH:27]=1)[S:14]([C:17]1[CH:22]=[CH:21][C:20]([O:23][CH3:24])=[CH:19][CH:18]=1)(=[O:15])=[O:16] |f:1.2,3.4|. Procedure: To a mixture of 907 mg (2.0 mmol) of the product of Example 268 in 50 ml of MeOH:THF (4:1) was added sodium borohydride. The reaction was then stilred at room temperature for 30 min and concentrated in vacuo. The residue was dissolved in dichloromethane, washed with 5% HCl and brine, dried over MgSO4, filtered and concentrated in vacuo to provide 872 mg (96%) of the desired product as a white crystalline solid. Electrospray Mass Spec 456 (M+H). Starting materials: OCCNCCN (N-(2-hydroxyethyl)ethylenediamine), NC(=O)N (urea). Run in O (water). Run at temperature 210 celsius. Product: OCCN1C(NCC1)=O (1-(2-hydroxyethyl)-2-imidazolidinone). Isolated yield 76.9%. RXN SMILES: [OH:1][CH2:2][CH2:3][NH:4][CH2:5][CH2:6][NH2:7].N[C:9](N)=[O:10]>O>[OH:1][CH2:2][CH2:3][N:4]1[CH2:5][CH2:6][NH:7][C:9]1=[O:10]. Reported procedure: A mixture of N-(2-hydroxyethyl)ethylenediamine (31.2 g), urea (23.4 g) and water (3 ml) was heated at 130° C. for 3 hours and at 210° C. for 8 hours and then distilled directly from the reaction mixture to give 1-(2-hydroxyethyl)-2-imidazolidinone (30 g) as an oil [(b.p. 150°-160° C. (0.2 mm)] which solidified to give a solid (m.p. 50-51). Reactants: ClC1=CC=C(C=C1)C1(N=C(N(C1(C)C1=CC=C(C=C1)Cl)C(=O)Cl)C1=C(C=C(C=C1)C(C)(C)C#N)OCC)C (rac-(4S*,5R*)-4,5-bis-(4-chloro-phenyl)-2-[4-(cyano-dimethyl-methyl)-2-ethoxy-phenyl]-4,5-dimethyl-4,5-dihydro-imidazole-1-carbonyl chloride), N1(CCNCC1)CCO (2-piperazin-1-yl-ethanol). Yields the product ClC1=CC=C(C=C1)[C@@]1(N=C(N([C@]1(C)C1=CC=C(C=C1)Cl)C(=O)N1CCN(CC1)CCO)C1=C(C=C(C=C1)C(C#N)(C)C)OCC)C (2-(4-{(4S,5R)-4,5-Bis-(4-chloro-phenyl)-1-[4-(2-hydroxy-ethyl)-piperazine-1-carbonyl]-4,5-dimethyl-4,5-dihydro-1H-imidazol-2-yl}-3-ethoxy-phenyl)-2-methyl-propionitrile). Reaction SMILES: [Cl:1][C:2]1[CH:7]=[CH:6][C:5]([C:8]2([CH3:38])[C:12]([C:14]3[CH:19]=[CH:18][C:17]([Cl:20])=[CH:16][CH:15]=3)([CH3:13])[N:11]([C:21](Cl)=[O:22])[C:10]([C:24]3[CH:29]=[CH:28][C:27]([C:30]([C:33]#[N:34])([CH3:32])[CH3:31])=[CH:26][C:25]=3[O:35][CH2:36][CH3:37])=[N:9]2)=[CH:4][CH:3]=1.[N:39]1([CH2:45][CH2:46][OH:47])[CH2:44][CH2:43][NH:42][CH2:41][CH2:40]1>>[Cl:1][C:2]1[CH:7]=[CH:6][C:5]([C@@:8]2([CH3:38])[C@:12]([C:14]3[CH:15]=[CH:16][C:17]([Cl:20])=[CH:18][CH:19]=3)([CH3:13])[N:11]([C:21]([N:42]3[CH2:43][CH2:44][N:39]([CH2:45][CH2:46][OH:47])[CH2:40][CH2:41]3)=[O:22])[C:10]([C:24]3[CH:29]=[CH:28][C:27]([C:30]([CH3:31])([CH3:32])[C:33]#[N:34])=[CH:26][C:25]=3[O:35][CH2:36][CH3:37])=[N:9]2)=[CH:4][CH:3]=1. Procedure details: In a manner analogous to the method described in example 5, rac-(4S*,5R*)-4,5-bis-(4-chloro-phenyl)-2-[4-(cyano-dimethyl-methyl)-2-ethoxy-phenyl]-4,5-dimethyl-4,5-dihydro-imidazole-1-carbonyl chloride was reacted with 2-piperazin-1-yl-ethanol (Chemical Dynamics) to give the title compound as a racemic mixture. The enantiomers were then separated by supercritical fluid chromatography (Berger Instrument Multi-Gram II, Daicel ChiralPak OD-H 3×25 cm, 35° C. at 100 bar, eluting with 35% methanol in c... The reactants are C(C)OC(NC1=C(C=C(C=C1)[N+](=O)[O-])O)=O ((2-Hydroxy-4-nitrophenyl)-carbamic acid ethyl ester), C1(CCCC1)O (Cyclopentanol), C1(=CC=CC=C1)P(C1=CC=CC=C1)C1=CC=CC=C1 (triphenylphosphine), CCOC(=O)/N=N/C(=O)OCC (diethylazodicarboxylate). Yields the product C(C)OC(NC1=C(C=C(C=C1)[N+](=O)[O-])OC1CCCC1)=O ((2-Cyclopentyloxy-4-nitrophenyl)-carbamic acid ethyl ester), solid. Isolated yield 64.0%. RXN SMILES: [CH:1]1([OH:6])[CH2:5][CH2:4][CH2:3][CH2:2]1.C1(P(C2C=CC=CC=2)C2C=CC=CC=2)C=CC=CC=1.[CH2:26]([O:28][C:29](=[O:41])[NH:30][C:31]1[CH:36]=[CH:35][C:34]([N+:37]([O-:39])=[O:38])=[CH:33][C:32]=1O)[CH3:27].CCOC(/N=N/C(OCC)=O)=O>>[CH2:26]([O:28][C:29](=[O:41])[NH:30][C:31]1[CH:32]=[CH:33][C:34]([N+:37]([O-:39])=[O:38])=[CH:35][C:36]=1[O:6][CH:1]1[CH2:5][CH2:4][CH2:3][CH2:2]1)[CH3:27]. Procedure details: Cyclopentanol (7.24 mL, 376 mM in dry tetrahydrofuran) was added to triphenylphosphine (1.44 g, polystyrene bound, 1.89 mMol/g) under argon, followed by the addition of a solution of (2-Hydroxy-4-nitrophenyl)-carbamic acid ethyl ester (25.6 mL, 62 mM in dry tetrahydrofuran) and a solution of diethylazodicarboxylate (7.24 mL, 376 mM in dry tetrahydrofuran). The reaction mixture was shaken at room temperature over night. The resin was filtered and washed with tetrahydrofuran (THF) (35 mL) and meth... Reactants: NC1=NC(=CN=C1Br)N (2,6-diamino-3-bromopyrazine), C(C)(=O)OC(C)=O (acetic anhydride). Solvent: COC(C)OC (1,1-dimethoxyethane). Product: NC1=NC(=CN=C1Br)NC(C)=O (2-Amino-3-bromo-6-acetamidopyrazine). As a reaction SMILES: [NH2:1][C:2]1[C:7]([Br:8])=[N:6][CH:5]=[C:4]([NH2:9])[N:3]=1.[C:10](OC(=O)C)(=[O:12])[CH3:11]>COC(OC)C>[NH2:1][C:2]1[C:7]([Br:8])=[N:6][CH:5]=[C:4]([NH:9][C:10](=[O:12])[CH3:11])[N:3]=1. Reported procedure: A mixture of 2,6-diamino-3-bromopyrazine (10.509, 0.056 mole) in dry 1,1-dimethoxyethane (168 ml) and acetic anhydride (7.91 ml, 8.56 g, 0.084 mole) was refluxed under nitrogen for 2.50 hrs. The cooled mixture was evaporated in vacuo. The residue was triturated with ether, filtered and dried in vacuo Yield 10.31 g (80%), M.p. 218-221° C.